From a dataset of the Open Reaction Database (ORD), a public repository of structured organic reaction records. describe an organic reaction: reactants, conditions, products, and yield Reactants: CNC(=O)C(CC(C)C)NC(=O)C(CC(C)C)CP(=O)(CN1C(=O)C=C(CC(C)C)C1=O)OC, O=C(O)C(F)(F)F. Yields the product CNC(=O)C(CC(C)C)NC(=O)C(CC(C)C)CP(=O)(O)CN1C(=O)C=C(CC(C)C)C1=O. As a reaction SMILES: [CH3:1][O:2][P:3](=[O:4])([CH2:5][CH:6]([CH2:7][CH:8]([CH3:9])[CH3:10])[C:11]([NH:12][CH:13]([CH2:14][CH:15]([CH3:16])[CH3:17])[C:18]([NH:19][CH3:20])=[O:21])=[O:22])[CH2:23][N:24]1[C:25](=[O:34])[C:26]([CH2:30][CH:31]([CH3:32])[CH3:33])=[CH:27][C:28]1=[O:29].[OH:35][C:36]([C:37]([F:38])([F:39])[F:40])=[O:41]>>[O:2]=[P:3]([OH:4])([CH2:5][CH:6]([CH2:7][CH:8]([CH3:9])[CH3:10])[C:11]([NH:12][CH:13]([CH2:14][CH:15]([CH3:16])[CH3:17])[C:18]([NH:19][CH3:20])=[O:21])=[O:22])[CH2:23][N:24]1[C:25](=[O:34])[C:26]([CH2:30][CH:31]([CH3:32])[CH3:33])=[CH:27][C:28]1=[O:29].